From a dataset of the Open Reaction Database (ORD), a public repository of structured organic reaction records. describe an organic reaction: reactants, conditions, products, and yield The product is COc1ccc(C=C2SC(=O)NC2=O)cc1CC(=O)O. Reactants: CC(=O)O, Cl, CCOC(=O)Cc1cc(C=C2SC(=O)NC2=O)ccc1OC, O. Reaction SMILES: [CH3:24][C:25](=[O:26])[OH:27].[ClH:23].[O:1]=[C:2]1[S:3][C:4](=[CH:8][c:9]2[cH:10][cH:11][c:12]([O:21][CH3:22])[c:13]([CH2:15][C:16](=[O:17])[O:18][CH2:19][CH3:20])[cH:14]2)[C:5](=[O:7])[NH:6]1.[OH2:28]>>[O:1]=[C:2]1[S:3][C:4](=[CH:8][c:9]2[cH:10][cH:11][c:12]([O:21][CH3:22])[c:13]([CH2:15][C:16](=[O:17])[OH:18])[cH:14]2)[C:5](=[O:7])[NH:6]1. The reactants are O1C(CCCC1)O[C@@H](C(=O)O)C[C@H](CCCC)C ((2R,4S)-2-Tetrahydropyranyloxy-4-methylcaprylic acid), [N+](=[N-])=C (diazomethane). Solvent: C(C)OCC (diethyl ether), C(C)OCC (diethyl ether). Reaction conditions: time 1 hour. The product is O1C(CCCC1)O[C@@H](C(=O)OC)C[C@H](CCCC)C (Methyl (2R,4S)-2-tetrahydropyranyloxy-4-methylcaprylate). Isolated yield 171.9%. Reaction SMILES: [O:1]1[CH2:6][CH2:5][CH2:4][CH2:3][CH:2]1[O:7][C@H:8]([CH2:12][C@@H:13]([CH3:18])[CH2:14][CH2:15][CH2:16][CH3:17])[C:9]([OH:11])=[O:10].[N+](=[CH2:21])=[N-]>C(OCC)C>[O:1]1[CH2:6][CH2:5][CH2:4][CH2:3][CH:2]1[O:7][C@H:8]([CH2:12][C@@H:13]([CH3:18])[CH2:14][CH2:15][CH2:16][CH3:17])[C:9]([O:11][CH3:21])=[O:10]. Reported procedure: A solution of 1.17 g of (2R,4S)-2-tetrahydropyranyloxy-4-caprylic acid obtained in Step 7 in 100 ml of diethyl ether was cooled to -50° C., and 200 ml of a diethyl ether solution of 75.68 mmol of diazomethane was poured thereinto. The mixture was stirred at room temperature for 1 hour, and diethyl ether was removed from the reaction mixture by distillation to obtain 2.12 g (100%) of the titled compound. Reactants: CC(C)CCON=O, Cn1nccc1N. Product: Cn1ncc([N+](=O)[O-])c1N. As a reaction SMILES: [CH3:8][CH:9]([CH2:10][CH2:11][O:13][N:14]=[O:15])[CH3:12].[NH2:1][c:2]1[cH:3][cH:4][n:5][n:6]1[CH3:7]>>[NH2:1][c:2]1[c:3]([N+:14](=[O:13])[O-:15])[cH:4][n:5][n:6]1[CH3:7]. Starting materials: C12C(C3CC(CC(C1)C3)C2)N2NC(C2=O)(C)C (2-(Adamantan-2-yl)-4,4-dimethyl-1,2-diazetidin-3-one), COC=1C=C(CBr)C=CC1 (3-methoxybenzyl bromide). Product: COC=1C=C(CN2N(C(C2(C)C)=O)C2C3CC4CC(CC2C4)C3)C=CC1 (1-(3-methoxybenzyl)-4,4-dimethyl-2-(adamantan-2-yl)-1,2-diazetidin-3-one). As a reaction SMILES: [CH:1]12[CH2:10][CH:5]3[CH2:6][CH:7]([CH2:9][CH:3]([CH2:4]3)[CH:2]1[N:11]1[C:14](=[O:15])[C:13]([CH3:17])([CH3:16])[NH:12]1)[CH2:8]2.[CH3:18][O:19][C:20]1[CH:21]=[C:22]([CH:25]=[CH:26][CH:27]=1)[CH2:23]Br>>[CH3:18][O:19][C:20]1[CH:21]=[C:22]([CH:25]=[CH:26][CH:27]=1)[CH2:23][N:12]1[C:13]([CH3:17])([CH3:16])[C:14](=[O:15])[N:11]1[CH:2]1[CH:3]2[CH2:4][CH:5]3[CH2:6][CH:7]([CH2:8][CH:1]1[CH2:10]3)[CH2:9]2. Reported procedure: 2-(Adamantan-2-yl)-4,4-dimethyl-1,2-diazetidin-3-one and 3-methoxybenzyl bromide were used for a similar reaction and treatment as Process 6 of Example 1, and the title compound was obtained as a white crystalline powder. Reactants: COc1ccccc1B(O)O, CS(C)=O, COC(=O)CCCCCNc1ncnc2oc(Br)c(-c3ccc(OC)cc3)c12, [Na+], [Na+], O=C([O-])[O-]. The product is COC(=O)CCCCCNc1ncnc2oc(-c3ccccc3OC)c(-c3ccc(OC)cc3)c12. As a reaction SMILES: [CH3:35][O:36][c:37]1[c:38]([B:43]([OH:44])[OH:45])[cH:39][cH:40][cH:41][cH:42]1.[CH3:46][S:47]([CH3:48])=[O:49].[CH3:7][O:8][C:9]([CH2:10][CH2:11][CH2:12][CH2:13][CH2:14][NH:15][c:16]1[c:17]2[c:18]([n:19][cH:20][n:21]1)[o:22][c:23]([Br:33])[c:24]2-[c:25]1[cH:26][cH:27][c:28]([O:31][CH3:32])[cH:29][cH:30]1)=[O:34].[Na+:1].[Na+:2].[O-:3][C:4](=[O:5])[O-:6]>>[CH3:7][O:8][C:9]([CH2:10][CH2:11][CH2:12][CH2:13][CH2:14][NH:15][c:16]1[c:17]2[c:18]([n:19][cH:20][n:21]1)[o:22][c:23](-[c:38]1[c:37]([O:36][CH3:35])[cH:42][cH:41][cH:40][cH:39]1)[c:24]2-[c:25]1[cH:26][cH:27][c:28]([O:31][CH3:32])[cH:29][cH:30]1)=[O:34].